Task: describe an organic reaction: reactants, conditions, products, and yield. Dataset: the Open Reaction Database (ORD), a public repository of structured organic reaction records Reaction SMILES: [C:48](=[O:49])([O-:50])[O-:51].[CH3:2][O:3][CH2:4][CH2:5][O:6][Al+:7][O:8][CH2:9][CH2:10][O:11][CH3:12].[CH3:54][c:55]1[cH:56][cH:57][cH:58][cH:59][cH:60]1.[Cl:15][c:16]1[cH:17][c:18]([NH:33][c:34]2[c:35]3[c:36]([n:37][cH:38][n:39]2)[cH:40][cH:41][n:42]3[CH2:43][C:44]#[C:45][CH2:46][OH:47])[cH:19][cH:20][c:21]1[O:22][c:23]1[cH:24][c:25]([C:29]([F:30])([F:31])[F:32])[cH:26][cH:27][cH:28]1.[H-:14].[H-:1].[K+:52].[K+:53].[Na+:13].[O:61]1[CH2:62][CH2:63][CH2:64][CH2:65]1>>[Cl:15][c:16]1[cH:17][c:18]([NH:33][c:34]2[c:35]3[c:36]([n:37][cH:38][n:39]2)[cH:40][cH:41][n:42]3[CH2:43][CH:44]=[CH:45][CH2:46][OH:47])[cH:19][cH:20][c:21]1[O:22][c:23]1[cH:24][c:25]([C:29]([F:30])([F:31])[F:32])[cH:26][cH:27][cH:28]1. Yields the product OCC=CCn1ccc2ncnc(Nc3ccc(Oc4cccc(C(F)(F)F)c4)c(Cl)c3)c21. The reactants are O=C([O-])[O-], COCCO[Al+]OCCOC, Cc1ccccc1, OCC#CCn1ccc2ncnc(Nc3ccc(Oc4cccc(C(F)(F)F)c4)c(Cl)c3)c21, [H-], [H-], [K+], [K+], [Na+], C1CCOC1. Reactants: O=Cc1ccc(Br)cc1, C1CCOC1, CC(C)(C)[O-], CC(C)[P+](c1ccccc1)(c1ccccc1)c1ccccc1, [I-], [K+], C1COCCOCCOCCOCCOCCO1. Product: CC(C)=Cc1ccc(Br)cc1. As a reaction SMILES: [Br:48][c:49]1[cH:50][cH:51][c:52]([CH:53]=[O:54])[cH:55][cH:56]1.[CH2:57]1[O:58][CH2:59][CH2:60][CH2:61]1.[CH3:42][C:43]([CH3:44])([O-:45])[CH3:46].[CH:2]([CH3:3])([CH3:4])[P+:5]([c:6]1[cH:7][cH:8][cH:9][cH:10][cH:11]1)([c:12]1[cH:13][cH:14][cH:15][cH:16][cH:17]1)[c:18]1[cH:19][cH:20][cH:21][cH:22][cH:23]1.[I-:1].[K+:47].[O:24]1[CH2:25][CH2:26][O:27][CH2:28][CH2:29][O:30][CH2:31][CH2:32][O:33][CH2:34][CH2:35][O:36][CH2:37][CH2:38][O:39][CH2:40][CH2:41]1>>[C:2]([CH3:3])([CH3:4])=[CH:53][c:52]1[cH:51][cH:50][c:49]([Br:48])[cH:56][cH:55]1.